Dataset: the Open Reaction Database (ORD), a public repository of structured organic reaction records. Task: describe an organic reaction: reactants, conditions, products, and yield Starting materials: OC1C(C(CC1)C=O)CCCCCCCO (3-hydroxy-2-(7-hydroxyheptyl)cyclopentanecarbaldehyde), C(CCCCC)(=O)C=P(C1=CC=CC=C1)(C1=CC=CC=C1)C1=CC=CC=C1 (hexanoylmethylene triphenylphosphorane). Solvent: O1CCCC1 (tetrahydrofuran). Product: OCCCCCCCC1C(CCC1C=CC(CCCCC)=O)O (2-(7-hydroxyheptyl)-3-(3-oxo-1-octenyl)cyclopentanol). The yield is 61.6%. Reaction SMILES: [OH:1][CH:2]1[CH2:6][CH2:5][CH:4]([CH:7]=O)[CH:3]1[CH2:9][CH2:10][CH2:11][CH2:12][CH2:13][CH2:14][CH2:15][OH:16].[C:17]([CH:24]=P(C1C=CC=CC=1)(C1C=CC=CC=1)C1C=CC=CC=1)(=[O:23])[CH2:18][CH2:19][CH2:20][CH2:21][CH3:22]>O1CCCC1>[OH:16][CH2:15][CH2:14][CH2:13][CH2:12][CH2:11][CH2:10][CH2:9][CH:3]1[CH:4]([CH:7]=[CH:24][C:17](=[O:23])[CH2:18][CH2:19][CH2:20][CH2:21][CH3:22])[CH2:5][CH2:6][CH:2]1[OH:1]. Reported procedure: A mixture of 3-hydroxy-2-(7-hydroxyheptyl)cyclopentanecarbaldehyde (4.5 g., 0.02 mole) and hexanoylmethylene triphenylphosphorane (7.5 g., 0.02 mole) in dry tetrahydrofuran (100 ml.) was heated under reflux for 6 hours. The solvent was removed in vacuo and the residue was chromatographed on silica gel. Elution with a 3:2 mixture of petrol (b.p. 40°-60°C.) and ethyl acetate gave 2-(7-hydroxyheptyl)-3-(3-oxo-1-octenyl)cyclopentanol (4 g., 63%), λmax 230 mμ, ε 12,900 (ethanol), νmax 1660 cm-1, 1620... Reactants: C([C@H]([C@@H]1C(=C(C(=O)O1)O)O)O)O (D-isoascorbic acid), C(C)(C)P(C1=CC=CC=C1)(C1=CC=CC=C1)C1=CC=CC=C1 (isopropyltriphenylphosphine), O=C[C@H](O)[C@H](O)CO (erythrose), C(CCC)[Li] (n-butyllithium). The solvent is O1CCCC1 (tetrahydrofuran), O1CCCC1 (tetrahydrofuran), hexanes, C(C)(=O)OCC (ethyl acetate). Conditions: temperature -40 celsius, time 20 hour. The product is CC1(O[C@@H]2COC([C@@H]2O1)O)C (2,3-O-Isopropylidene-D-erythrose), title compound. The yield is 53.0%. As a reaction SMILES: C(O)[C@@H](O)[C@H:3]1[O:8][C:6](=[O:7])[C:5]([OH:9])=[C:4]1[OH:10].[CH:13](P(C1C=CC=CC=1)(C1C=CC=CC=1)C1C=CC=CC=1)([CH3:15])[CH3:14].C([Li])CCC.O=C[C@@H]([C@@H](CO)O)O>O1CCCC1.C(OCC)(=O)C>[CH3:14][C:13]1([CH3:15])[O:9][C@@H:5]2[C@@H:4]([CH2:3][O:8][CH:6]2[OH:7])[O:10]1. Procedure details: 2,3-O-Isopropylidene-D-erythrose was prepared by literature procedures (Cohen, N. et al, J. Am. Chem. Soc. 1983, 105, 3661) from D-isoascorbic acid. To a suspension of isopropyltriphenylphosphine (121 g, 2.4 equiv, 0.314 mol) in tetrahydrofuran (1.5 L) at -40° C. under nitrogen was added n-butyllithium (1.6 M solution in hexanes) (197 mL, 2.4 equiv) dropwise. The erythrose (21 g, 1 equiv, 0.131 mol) in tetrahydrofuran (231 mL) was also added dropwise maintaining the temperature at -40° C. The mi... The reactants are FC(C(=O)O)(F)F (Trifluoroacetic acid), FC1=CC=C(NC2=C(C(=O)OC(C)(C)C)C=CC(=C2)\C=C\C2=CSC=C2)C=C1 (tert-butyl 2-(4-fluoroanilino)-4-((E)-2-(thiophen-3-yl)vinyl)benzoate). Yields the product FC1=CC=C(NC2=C(C(=O)O)C=CC(=C2)\C=C\C2=CSC=C2)C=C1 (2-(4-fluoroanilino)-4-((E)-2-(thiophen-3-yl)vinyl)benzoic acid). RXN SMILES: FC(F)(F)C(O)=O.[F:8][C:9]1[CH:35]=[CH:34][C:12]([NH:13][C:14]2[CH:26]=[C:25](/[CH:27]=[CH:28]/[C:29]3[CH:33]=[CH:32][S:31][CH:30]=3)[CH:24]=[CH:23][C:15]=2[C:16]([O:18]C(C)(C)C)=[O:17])=[CH:11][CH:10]=1>>[F:8][C:9]1[CH:10]=[CH:11][C:12]([NH:13][C:14]2[CH:26]=[C:25](/[CH:27]=[CH:28]/[C:29]3[CH:33]=[CH:32][S:31][CH:30]=3)[CH:24]=[CH:23][C:15]=2[C:16]([OH:18])=[O:17])=[CH:34][CH:35]=1. Procedure details: Trifluoroacetic acid 15 mL solution of obtained tert-butyl 2-(4-fluoroanilino)-4-((E)-2-(thiophen-3-yl)vinyl)benzoate was stirred at room temperature for 2 hours. The solvent was removed under reduced pressure, and the obtained residue was refined by reversed-phase silica gel column chromatography [eluent; 70-100% acetonitrile/0.1% trifluoroacetic acid aqueous solution] to give 2-(4-fluoroanilino)-4-((E)-2-(thiophen-3-yl)vinyl)benzoic acid 9 mg of pale yellow solid. The reactants are BrC1=CC=C(CC(C=O)C(=O)C2CCCCC2)C=C1 (2-(4-Bromobenzyl)-3-cyclohexyl-3-oxopropanal), Cl.FC(OC1=CC=C(C=C1)NN)(F)F (4-trifluoromethoxyphenylhydrazine hydrochloride), C[O-].[Na+] (sodium methoxide). Run in CO (methanol), CO (methanol). Yields the product BrC1=CC=C(CC=2C=NN(C2C2CCCCC2)C2=CC=C(C=C2)OC(F)(F)F)C=C1 (4-(4-bromobenzyl)-5-cyclohexyl-1-[4-(trifluoromethoxy)phenyl]-1H-pyrazole). RXN SMILES: [Br:1][C:2]1[CH:19]=[CH:18][C:5]([CH2:6][CH:7]([C:10]([CH:12]2[CH2:17][CH2:16][CH2:15][CH2:14][CH2:13]2)=O)[CH:8]=O)=[CH:4][CH:3]=1.Cl.[F:21][C:22]([F:33])([F:32])[O:23][C:24]1[CH:29]=[CH:28][C:27]([NH:30][NH2:31])=[CH:26][CH:25]=1.C[O-].[Na+]>CO>[Br:1][C:2]1[CH:19]=[CH:18][C:5]([CH2:6][C:7]2[CH:8]=[N:31][N:30]([C:27]3[CH:28]=[CH:29][C:24]([O:23][C:22]([F:21])([F:33])[F:32])=[CH:25][CH:26]=3)[C:10]=2[CH:12]2[CH2:17][CH2:16][CH2:15][CH2:14][CH2:13]2)=[CH:4][CH:3]=1 |f:1.2,3.4|. Reported procedure: To a solution of 3.17 g 2-(4-bromobenzyl)-3-cyclohexyl-3-oxopropanal from Step C above and 2.47 g 4-trifluoromethoxyphenylhydrazine hydrochloride in 100 mL methanol was added 21.6 mL 0.5 M sodium methoxide in methanol. The resulting mixture was refluxed under nitrogen for two days. The solvent was removed under reduced pressure. The resulting crude product was subjected to repeated chromatography on silica gel using 0˜10% MeCN in methylene chloride, 0˜2% MeCN in methylene chloride, or 7˜10% EtOA... The reactants are CO, c1ccc(C(c2ccccc2)C2CC3OC3CO2)cc1, [Cl-], [N-]=[N+]=[N-], [NH4+], [Na+], O. Product: [N-]=[N+]=NC1COC(C(c2ccccc2)c2ccccc2)CC1O. Reaction SMILES: [CH3:27][OH:28].[CH:1]([c:2]1[cH:3][cH:4][cH:5][cH:6][cH:7]1)([c:8]1[cH:9][cH:10][cH:11][cH:12][cH:13]1)[CH:14]1[O:15][CH2:16][CH:17]2[O:18][CH:19]2[CH2:20]1.[Cl-:25].[N-:21]=[N+:22]=[N-:23].[NH4+:26].[Na+:24].[OH2:29]>>[CH:1]([c:2]1[cH:3][cH:4][cH:5][cH:6][cH:7]1)([c:8]1[cH:9][cH:10][cH:11][cH:12][cH:13]1)[CH:14]1[O:15][CH2:16][CH:17]([N:21]=[N+:22]=[N-:23])[CH:19]([OH:18])[CH2:20]1. The reactants are C1(CCC2=CC=CC=C12)=O (1-indanone), Cl (hydrochloric acid), C(C1=CC=CC=C1)C1=NC=CC=C1 (2-benzylpyridine), C(CCC)[Li] (n-butyllithium). Solvent: C(C)OCC (diethyl ether), C(C)OCC (diethyl ether). Reaction conditions: temperature -20 celsius. Product: C1C=C(C2=CC=CC=C12)C1=C(C=CC=C1)CC1=NC=CC=C1 ([2-(1H-inden-3-yl)(phenyl)methyl]pyridine). The yield is 33.5%. As a reaction SMILES: [CH2:1]([C:8]1[CH:13]=[CH:12][CH:11]=[CH:10][N:9]=1)[C:2]1[CH:7]=[CH:6][CH:5]=[CH:4][CH:3]=1.C([Li])CCC.[C:19]1(=O)[C:27]2[C:22](=[CH:23][CH:24]=[CH:25][CH:26]=2)[CH2:21][CH2:20]1.Cl>C(OCC)C>[CH2:19]1[C:27]2[C:22](=[CH:23][CH:24]=[CH:25][CH:26]=2)[C:21]([C:3]2[CH:4]=[CH:5][CH:6]=[CH:7][C:2]=2[CH2:1][C:8]2[CH:13]=[CH:12][CH:11]=[CH:10][N:9]=2)=[CH:20]1. Procedure details: A mixture of 3.23 ml (0.02 mol) of 2-benzylpyridine in 15 ml of diethyl ether was cooled to −20° C. and 13 ml of n-butyllithium (1.6M in hexane, 0.02 mol) were subsequently added while stirring. The mixture was allowed to come to room temperature, stirred for another one hour and subsequently cooled to −60° C. A solution of 2.8 g (0.021 mol) of 1-indanone in 10 ml of diethyl ether was subsequently added while maintaining the temperature. The mixture was allowed to warm to room temperature, stirr... The reactants are Cl.Cl.CC1=NN2C(C=C(C=C2)OCCN)=C1C=1SC(=C(N1)C1=CC=CC=C1)C1=NNC=N1 (2-({2-methyl-3-[4-phenyl-5-(1H-1,2,4-triazol-3-yl)-1,3-thiazol-2-yl]pyrazolo[1,5-a]pyridin-5-yl}oxy)ethanamine di-hydrochloride), C=1C=CC2=C(C1)N=NN2O (HOBT), CCN=C=NCCCN(C)C (EDCI), TEA, CN1C=NC(=C1)C(=O)O (1-methyl-1H-imidazole-4-carboxylic acid). Solvent: CCOC(=O)C (EtOAc), O (water), CN(C)C=O (DMF). Run at time 14 hour. Product: CN1C=NC(=C1)C(=O)NCCOC1=CC=2N(C=C1)N=C(C2C=2SC(=C(N2)C2=CC=CC=C2)C2=NNC=N2)C (1-methyl-N-[2-({2-methyl-3-[4-phenyl-5-(1H-1,2,4-triazol-3-yl)-1,3-thiazol-2-yl]pyrazolo[1,5-a]pyridin-5-yl}oxy)ethyl]-1H-imidazole-4-carboxamide). The yield is 29.5%. As a reaction SMILES: Cl.Cl.[CH3:3][C:4]1[C:16]([C:17]2[S:18][C:19]([C:28]3[N:32]=[CH:31][NH:30][N:29]=3)=[C:20]([C:22]3[CH:27]=[CH:26][CH:25]=[CH:24][CH:23]=3)[N:21]=2)=[C:7]2[CH:8]=[C:9]([O:12][CH2:13][CH2:14][NH2:15])[CH:10]=[CH:11][N:6]2[N:5]=1.[CH3:33][N:34]1[CH:38]=[C:37]([C:39](O)=[O:40])[N:36]=[CH:35]1.C1C=CC2N(O)N=NC=2C=1.CCN=C=NCCCN(C)C>CCOC(C)=O.O.CN(C=O)C>[CH3:33][N:34]1[CH:38]=[C:37]([C:39]([NH:15][CH2:14][CH2:13][O:12][C:9]2[CH:10]=[CH:11][N:6]3[N:5]=[C:4]([CH3:3])[C:16]([C:17]4[S:18][C:19]([C:28]5[N:32]=[CH:31][NH:30][N:29]=5)=[C:20]([C:22]5[CH:27]=[CH:26][CH:25]=[CH:24][CH:23]=5)[N:21]=4)=[C:7]3[CH:8]=2)=[O:40])[N:36]=[CH:35]1 |f:0.1.2|. Procedure details: A mixture of 2-({2-methyl-3-[4-phenyl-5-(1H-1,2,4-triazol-3-yl)-1,3-thiazol-2-yl]pyrazolo[1,5-a]pyridin-5-yl}oxy)ethanamine di-hydrochloride (100 mg, 0.20 mmol) obtained in Example 73-B(i), TEA (1.5 mL), 1-methyl-1H-imidazole-4-carboxylic acid (120 mg, 0.95 mmol), HOBT (220 mg, 1.6 mmol), EDCI (350 mg, 1.8 mmol) and DMF (10 mL) was stirred at rt for 14 h. To the reaction mixture were added water (200 mL) and EtOAc (200 mL) and the mixture was stirred for 30 min. The organic layer was washed with...